This data is from the Open Reaction Database (ORD), a public repository of structured organic reaction records. The task is: describe an organic reaction: reactants, conditions, products, and yield Starting materials: C1(=CC=CC=C1)C=1N=C(N(C1C1=CC=CC=C1)COCC[Si](C)(C)C)CCC(=O)O (3-[4,5-diphenyl-1-(2-trimethylsilanyl-ethoxymethyl)-1H-imidazol-2-yl]-propionic acid), C1(=CC=CC=C1)C(C(C)=O)=O (1-phenyl-propane-1,2-dione). Product: CC=1N=C(N(C1C1=CC=CC=C1)COCC[Si](C)(C)C)CCC(=O)O (3-[4-Methyl-5-phenyl-1-(2-trimethylsilanyl-ethoxymethyl)-1H-imidazol-2-yl]-propionic acid). As a reaction SMILES: [C:1]1([C:7]2[N:8]=[C:9]([CH2:26][CH2:27][C:28]([OH:30])=[O:29])[N:10]([CH2:18][O:19][CH2:20][CH2:21][Si:22]([CH3:25])([CH3:24])[CH3:23])[C:11]=2[C:12]2[CH:17]=[CH:16][CH:15]=[CH:14][CH:13]=2)C=CC=CC=1.C1(C(=O)C(=O)C)C=CC=CC=1>>[CH3:1][C:7]1[N:8]=[C:9]([CH2:26][CH2:27][C:28]([OH:30])=[O:29])[N:10]([CH2:18][O:19][CH2:20][CH2:21][Si:22]([CH3:23])([CH3:25])[CH3:24])[C:11]=1[C:12]1[CH:17]=[CH:16][CH:15]=[CH:14][CH:13]=1. Procedure details: Prepared in analogy to the methods described for 3-[4,5-diphenyl-1-(2-trimethylsilanyl-ethoxymethyl)-1H-imidazol-2-yl]-propionic acid replacing benzil with 1-phenyl-propane-1,2-dione. The reactants are ClC=1SC=C(C1Cl)C=CC(=O)Cl (3-(2,3-dichlorothiophen-4-yl)-propenoyl chloride), C(C#C)O (propargyl alcohol), C(C)OCC (diethyl ether). The solvent is N1=CC=CC=C1 (pyridine). Reaction conditions: time 12 hour. Yields the product ClC=1SC=C(C1Cl)C=CC(=O)OCC#C (propargyl 3-(2,3-dichlorothiophen-4-yl)-propenoate). RXN SMILES: [CH2:1](O)[C:2]#[CH:3].[Cl:5][C:6]1[S:7][CH:8]=[C:9]([CH:12]=[CH:13][C:14](Cl)=[O:15])[C:10]=1[Cl:11].C([O:19]CC)C>N1C=CC=CC=1>[Cl:5][C:6]1[S:7][CH:8]=[C:9]([CH:12]=[CH:13][C:14]([O:15][CH2:3][C:2]#[CH:1])=[O:19])[C:10]=1[Cl:11]. Procedure: 4.7 g of propargyl alcohol was dissolved in 50 ml of absolute pyridine. At 0° C. at most, 18.4 g of 3-(2,3-dichlorothiophen-4-yl)-propenoyl chloride was added and the reaction batch was stirred for 12 hours at room temperature. 50 ml of diethyl ether was added, the precipitated pyridine hydrochloride was filtered off and the filtrate concentrated under reduced pressure. The residue was taken up in 150 ml of ethyl acetate, the mixture was shaken with water and the organic phase was dried over Na2... Starting materials: [Al+3], Brc1cnc2[nH]ccc2c1, CCCCNC(=O)Nc1ccc(F)c(C(=O)O)c1, CN(C)C=O, [Cl-], [Cl-], [Cl-], ClCCl, C1CCOC1, O=S(Cl)Cl. Product: CCCCNC(=O)Nc1ccc(F)c(C(=O)c2c[nH]c3ncc(Br)cc23)c1. As a reaction SMILES: [Al+3:4].[Br:5][c:6]1[cH:7][c:8]2[cH:9][cH:10][nH:11][c:12]2[n:13][cH:14]1.[CH2:15]([CH2:16][CH2:17][CH3:18])[NH:19][C:20]([NH:21][c:22]1[cH:23][cH:24][c:25]([F:31])[c:26]([C:27](=[O:28])[OH:29])[cH:30]1)=[O:32].[CH3:45][N:46]([CH3:47])[CH:48]=[O:49].[Cl-:1].[Cl-:2].[Cl-:3].[Cl:37][CH2:38][Cl:39].[O:40]1[CH2:41][CH2:42][CH2:43][CH2:44]1.[S:33]([Cl:34])([Cl:35])=[O:36]>>[Br:5][c:6]1[cH:7][c:8]2[c:9]([C:27]([c:26]3[c:25]([F:31])[cH:24][cH:23][c:22]([NH:21][C:20]([NH:19][CH2:15][CH2:16][CH2:17][CH3:18])=[O:32])[cH:30]3)=[O:28])[cH:10][nH:11][c:12]2[n:13][cH:14]1. Reported procedure: 2-Chloro-α,α,α-trifluoro-p-tolyl-3-(1-carbethoxyethoxy)-4-nitrophenyl ether (8.6 g. 0.02 mol), potassium hydroxide 86% (2.6 g. 0.04 mol), ethanol (8 ml.), dioxane (8 ml.), and water (100 ml.) are heated at 90°-95° C. for 30 minutes. Ether (200 ml.) and water (200 ml.) are added and the mixture acidifed with dilute sulfuric acid, the water layer extracted three times with ether (200 ml. each), dried, and the ether removed to give 2-chloro-α,α,α-trifluoro-p-tolyl-3-(1-carboxyethoxy)-4-nitrophenyl ... Run in O (water), O1CCOCC1 (dioxane), O (water), CCOCC (Ether). Yields the product ClC1=C(C=CC(C1OC(C)C(=O)O)([N+](=O)[O-])C1=C(C=CC=C1)C(F)(F)F)OC1=C(C(C(C=C1)(C1=C(C=CC=C1)C(F)(F)F)[N+](=O)[O-])OC(C)C(=O)O)Cl (2-chloro-α,α,α-trifluoro-p-tolyl-3-(1-carboxyethoxy)-4-nitrophenyl ether). Yield: 40.1%. RXN SMILES: [Cl:1][C:2]1[CH:7]([O:8][CH:9]([C:11]([O:13]CC)=[O:12])[CH3:10])[C:6]([C:19]2[CH:24]=[CH:23][CH:22]=[CH:21][C:20]=2[C:25]([F:28])([F:27])[F:26])([N+:16]([O-:18])=[O:17])[CH:5]=[CH:4][C:3]=1[O:29][C:30]1[CH:35]=[CH:34][C:33]([N+:46]([O-:48])=[O:47])([C:36]2[CH:41]=[CH:40][CH:39]=[CH:38][C:37]=2[C:42]([F:45])([F:44])[F:43])[CH:32]([O:49][CH:50]([C:52]([O:54]CC)=[O:53])[CH3:51])[C:31]=1[Cl:57].[OH-].[K+].C(O)C.S(=O)(=O)(O)O>O.CCOCC.O1CCOCC1>[Cl:1][C:2]1[CH:7]([O:8][CH:9]([C:11]([OH:13])=[O:12])[CH3:10])[C:6]([C:19]2[CH:24]=[CH:23][CH:22]=[CH:21][C:20]=2[C:25]([F:28])([F:27])[F:26])([N+:16]([O-:18])=[O:17])[CH:5]=[CH:4][C:3]=1[O:29][C:30]1[CH:35]=[CH:34][C:33]([N+:46]([O-:48])=[O:47])([C:36]2[CH:41]=[CH:40][CH:39]=[CH:38][C:37]=2[C:42]([F:45])([F:44])[F:43])[CH:32]([O:49][CH:50]([C:52]([OH:54])=[O:53])[CH3:51])[C:31]=1[Cl:57] |f:1.2|. The reactants are ClC1=C(C=CC(C1OC(C)C(=O)OCC)([N+](=O)[O-])C1=C(C=CC=C1)C(F)(F)F)OC1=C(C(C(C=C1)(C1=C(C=CC=C1)C(F)(F)F)[N+](=O)[O-])OC(C)C(=O)OCC)Cl (2-Chloro-α,α,α-trifluoro-p-tolyl-3-(1-carbethoxyethoxy)-4-nitrophenyl ether), [OH-].[K+] (potassium hydroxide), C(C)O (ethanol), S(O)(O)(=O)=O (sulfuric acid).